This data is from the Open Reaction Database (ORD), a public repository of structured organic reaction records. The task is: describe an organic reaction: reactants, conditions, products, and yield Starting materials: hydrochloride salt, NC1CCC(CC1)N1C(=NC2=C1C=CC(=C2)C)C(C)(C)O (2-[1-(4-amino-cyclohexyl)-5-methyl-1H-benzoimidazol-2-yl]-propan-2-ol), ClC=1C=C2CC(CC2=CC1)C=O (5-chloro-indan-2-carbaldehyde). Yields the product ClC=1C=C2CC(CC2=CC1)CN[C@H]1CC[C@H](CC1)N1C(=NC2=C1C=CC(=C2)C)C(C)(C)O (cis-2-(1-{4-[(5-chloro-indan-2-ylmethyl)-amino]-cyclohexyl}-5-methyl-1H-benzoimidazol-2-yl)-propan-2-ol). RXN SMILES: [NH2:1][CH:2]1[CH2:7][CH2:6][CH:5]([N:8]2[C:12]3[CH:13]=[CH:14][C:15]([CH3:17])=[CH:16][C:11]=3[N:10]=[C:9]2[C:18]([OH:21])([CH3:20])[CH3:19])[CH2:4][CH2:3]1.[Cl:22][C:23]1[CH:24]=[C:25]2[C:29](=[CH:30][CH:31]=1)[CH2:28][CH:27]([CH:32]=O)[CH2:26]2>>[Cl:22][C:23]1[CH:24]=[C:25]2[C:29](=[CH:30][CH:31]=1)[CH2:28][CH:27]([CH2:32][NH:1][C@@H:2]1[CH2:3][CH2:4][C@H:5]([N:8]3[C:12]4[CH:13]=[CH:14][C:15]([CH3:17])=[CH:16][C:11]=4[N:10]=[C:9]3[C:18]([OH:21])([CH3:19])[CH3:20])[CH2:6][CH2:7]1)[CH2:26]2. Reported procedure: This compound was prepared from the hydrochloride salt of 2-[1-(4-amino-cyclohexyl)-5-methyl-1H-benzoimidazol-2-yl]-propan-2-ol (prepared as cis/trans-isomer mixture) and 5-chloro-indan-2-carbaldehyde. The less polar of the two substances isolated by chromatography gave cis-2-(1-{4-[(5-chloro-indan-2-ylmethyl)-amino]-cyclohexyl}-5-methyl-1H-benzoimidazol-2-yl)-propan-2-ol. The analysis of the 1H-NMR confirmed the cis-conformation of the cyclohexane. LC-MS showed a single peak, C27H34ClN3O (m/e) ... The reactants are [BH4-], CC(C)(C)OC(=O)NC(CCCCNC(=O)OCc1ccccc1)C(=O)O, Cc1ccccc1, CC(C)OC(=O)Cl, [Na+], C1CCOC1, O. The product is CC(C)(C)OC(=O)NC(CO)CCCCNC(=O)OCc1ccccc1. RXN SMILES: [BH4-:35].[CH2:8]([c:9]1[cH:10][cH:11][cH:12][cH:13][cH:14]1)[O:15][C:16](=[O:17])[NH:18][CH2:19][CH2:20][CH2:21][CH2:22][CH:23]([C:24](=[O:25])[OH:26])[NH:27][C:28](=[O:29])[O:30][C:31]([CH3:32])([CH3:33])[CH3:34].[CH3:38][c:39]1[cH:40][cH:41][cH:42][cH:43][cH:44]1.[CH:1]([O:2][C:3]([Cl:4])=[O:5])([CH3:6])[CH3:7].[Na+:36].[O:45]1[CH2:46][CH2:47][CH2:48][CH2:49]1.[OH2:37]>>[CH2:8]([c:9]1[cH:10][cH:11][cH:12][cH:13][cH:14]1)[O:15][C:16](=[O:17])[NH:18][CH2:19][CH2:20][CH2:21][CH2:22][CH:23]([CH2:24][OH:25])[NH:27][C:28](=[O:29])[O:30][C:31]([CH3:32])([CH3:33])[CH3:34]. The reactants are CCOC(=O)C (EtOAc), ClC1=CC=C(C=C1)S(=O)(=O)N(CC1=C(C=C(C=C1)C(N)=NO)F)[C@@H](C(=O)N)CCC(F)(F)F ((R)-2-(4-chloro-N-(2-fluoro-4-(N′-hydroxycarbamimidoyl)benzyl)phenylsulfonamido)-5,5,5-trifluoropentanamide), C(OCC)(OCC)OCC (triethyl orthoformate), B(F)(F)F.CCOCC (BF3.OEt2). Run in hexanes, ClC(C)Cl (dichloroethane). Conditions: temperature 70 celsius, time 1 hour. The product is ClC1=CC=C(C=C1)S(=O)(=O)N([C@@H](C(=O)N)CCC(F)(F)F)CC1=C(C=C(C=C1)C1=NOC=N1)F ((2R)-2-[[(4-Chlorophenyl)sulfonyl][[2-fluoro-4-(1,2,4-oxadiazol-3-yl)phenyl]methyl]amino]-5,5,5-trifluoropentanamide). Yield: 69.3%. Reaction SMILES: [Cl:1][C:2]1[CH:7]=[CH:6][C:5]([S:8]([N:11]([C@H:24]([CH2:28][CH2:29][C:30]([F:33])([F:32])[F:31])[C:25]([NH2:27])=[O:26])[CH2:12][C:13]2[CH:18]=[CH:17][C:16]([C:19](=[N:21][OH:22])[NH2:20])=[CH:15][C:14]=2[F:23])(=[O:10])=[O:9])=[CH:4][CH:3]=1.[CH:34](OCC)(OCC)OCC.B(F)(F)F.CCOCC.CCOC(C)=O>ClC(Cl)C>[Cl:1][C:2]1[CH:7]=[CH:6][C:5]([S:8]([N:11]([CH2:12][C:13]2[CH:18]=[CH:17][C:16]([C:19]3[N:20]=[CH:34][O:22][N:21]=3)=[CH:15][C:14]=2[F:23])[C@H:24]([CH2:28][CH2:29][C:30]([F:32])([F:33])[F:31])[C:25]([NH2:27])=[O:26])(=[O:10])=[O:9])=[CH:4][CH:3]=1 |f:2.3|. Procedure details: To a solution of (R)-2-(4-chloro-N-(4-cyano-2-fluorobenzyl)phenylsulfonamido)-5,5,5-trifluoropentanamide (6.5 g, 13.6 mmol) in EtOH (70 mL) was added NH2OH (50% in H2O, 2.6 mL 40.8 mmol). The resulting mixture was stirred at 80° C. under nitrogen for 1 h and then cooled to rt. The solvents were evaporated under reduced pressure. The residue was dissolved in EtOAc and washed with water and dried over Na2SO4. Evaporation of the solvent gave a white solid which was recrystallized from EtOAc and hex... The reactants are N1CCCCC1 (piperidine), C(C1=CC=CC=C1)[C@H]1N(CC[C@@H](C1)N(C(C(F)(F)F)=O)CC1=CC=NC2=CC=CC=C12)C(=O)[C@@H]1CC2=C(NC3=CC=CC=C23)CN1C(=O)OCC1C2=CC=CC=C2C=2C=CC=CC12 ((2R*,4S*)-2-benzyl-1-((3S)-(2-(9-fluorenylmethyloxycarbonyl)-2,3,4,9-tetrahydro-1H-pyrido[3,4-b]indol-3-yl)carbonyl)-N-(4-quinolylmethyl)-N-trifluoroacetyl-4-piperidinamine). The solvent is CN(C=O)C (N,N-dimethylformamide). Reaction conditions: time 2 hour. Yields the product C(C1=CC=CC=C1)[C@H]1N(CC[C@@H](C1)N(C(C(F)(F)F)=O)CC1=CC=NC2=CC=CC=C12)C(=O)[C@@H]1CC2=C(NC3=CC=CC=C23)CN1 ((2R*,4S*)-2-Benzyl-1-((3S)-(2,3,4,9-tetrahydro-1H-pyrido[3,4-b]indol-3-yl)carbonyl)-N-(4-quinolylmethyl)-N-trifluoroacetyl-4-piperidinamine). RXN SMILES: N1CCCCC1.[CH2:7]([C@@H:14]1[CH2:19][C@@H:18]([N:20]([CH2:27][C:28]2[C:37]3[C:32](=[CH:33][CH:34]=[CH:35][CH:36]=3)[N:31]=[CH:30][CH:29]=2)[C:21](=[O:26])[C:22]([F:25])([F:24])[F:23])[CH2:17][CH2:16][N:15]1[C:38]([C@H:40]1[N:52](C(OCC2C3C=CC=CC=3C3C2=CC=CC=3)=O)[CH2:51][C:43]2[NH:44][C:45]3[C:50]([C:42]=2[CH2:41]1)=[CH:49][CH:48]=[CH:47][CH:46]=3)=[O:39])[C:8]1[CH:13]=[CH:12][CH:11]=[CH:10][CH:9]=1>CN(C)C=O>[CH2:7]([C@@H:14]1[CH2:19][C@@H:18]([N:20]([CH2:27][C:28]2[C:37]3[C:32](=[CH:33][CH:34]=[CH:35][CH:36]=3)[N:31]=[CH:30][CH:29]=2)[C:21](=[O:26])[C:22]([F:25])([F:23])[F:24])[CH2:17][CH2:16][N:15]1[C:38]([C@H:40]1[NH:52][CH2:51][C:43]2[NH:44][C:45]3[C:50]([C:42]=2[CH2:41]1)=[CH:49][CH:48]=[CH:47][CH:46]=3)=[O:39])[C:8]1[CH:9]=[CH:10][CH:11]=[CH:12][CH:13]=1. Procedure: 1.97 ml, 19.9 mmol) of piperidine are added to a solution of 338 mg (0.399 mmol) of (2R*,4S*)-2-benzyl-1-((3S)-(2-(9-fluorenylmethyloxycarbonyl)-2,3,4,9-tetrahydro-1H-pyrido[3,4-b]indol-3-yl)carbonyl)-N-(4-quinolylmethyl)-N-trifluoroacetyl-4-piperidinamine in 3 ml of N,N-dimethylformamide, and the mixture is stirred at room temperature for 2 hours. It is then concentrated in a rotary evaporator, and the residue is chromatographed on silica gel with methylene chloride/methanol/conc. ammonia (2000...